This data is from the Open Reaction Database (ORD), a public repository of structured organic reaction records. The task is: describe an organic reaction: reactants, conditions, products, and yield Starting materials: CS(=O)(=O)Cl, COc1cc(O)ccc1-c1nc2nccnc2[nH]1, O, c1ccncc1. Yields the product COc1cc(OS(C)(=O)=O)ccc1-c1nc2nccnc2[nH]1. RXN SMILES: [CH3:19][S:20]([Cl:21])(=[O:22])=[O:23].[CH3:1][O:2][c:3]1[c:4](-[c:10]2[n:11][c:12]3[c:13]([n:14][cH:15][cH:16][n:17]3)[nH:18]2)[cH:5][cH:6][c:7]([OH:9])[cH:8]1.[OH2:24].[cH:25]1[cH:26][cH:27][n:28][cH:29][cH:30]1>>[CH3:1][O:2][c:3]1[c:4](-[c:10]2[nH:11][c:12]3[c:13]([n:14][cH:15][cH:16][n:17]3)[n:18]2)[cH:5][cH:6][c:7]([O:9][S:20]([CH3:19])(=[O:22])=[O:23])[cH:8]1. The product is ClC1=CC=C(C=C1)C(N1CC(C1)C(C(C)(C)F)C=1C=C(C(=O)N(C)C)C=C(C1)F)C1=CC(=CC=C1)C#N (3-(1-{1-[(4-chlorophenyl)(3-cyanophenyl)methyl]azetidin-3-yl}-2-fluoro-2-methylpropyl)-5-fluoro-N,N-dimethylbenzamide). Reaction SMILES: [Cl:1][C:2]1[CH:7]=[CH:6][C:5]([CH:8]([C:28]2[CH:33]=[CH:32][CH:31]=[C:30]([C:34]#[N:35])[CH:29]=2)[N:9]2[CH2:12][CH:11]([CH:13]([C:18]3[CH:19]=[C:20]([CH:24]=[C:25]([F:27])[CH:26]=3)[C:21]([OH:23])=O)[C:14]([F:17])([CH3:16])[CH3:15])[CH2:10]2)=[CH:4][CH:3]=1.[CH3:36][NH:37][CH3:38]>>[Cl:1][C:2]1[CH:7]=[CH:6][C:5]([CH:8]([C:28]2[CH:33]=[CH:32][CH:31]=[C:30]([C:34]#[N:35])[CH:29]=2)[N:9]2[CH2:12][CH:11]([CH:13]([C:18]3[CH:19]=[C:20]([CH:24]=[C:25]([F:27])[CH:26]=3)[C:21]([N:37]([CH3:38])[CH3:36])=[O:23])[C:14]([F:17])([CH3:15])[CH3:16])[CH2:10]2)=[CH:4][CH:3]=1. Reported procedure: Prepared from 3-(1-{1-[(4-chlorophenyl)(3-cyanophenyl)methyl]azetidin-3-yl}-2-fluoro-2-methylpropyl)-5-fluorobenzoic acid and dimethylamine according to the procedure described in Preparation 22; Mass Spectrum: m/e=522 (M+1, 35Cl), 524 (M+1, 37Cl). Reactants: ClC1=CC=C(C=C1)C(N1CC(C1)C(C(C)(C)F)C=1C=C(C(=O)O)C=C(C1)F)C1=CC(=CC=C1)C#N (3-(1-{1-[(4-chlorophenyl)(3-cyanophenyl)methyl]azetidin-3-yl}-2-fluoro-2-methylpropyl)-5-fluorobenzoic acid), CNC (dimethylamine). Starting materials: COC(=O)C1=NC(=C(C=C1)C)N1C[C@H](N(CC1)C1=NC(=NC(=C1)C1=CC=C(C=C1)F)N1[C@@H](CCC1)C)C (6-{4-[6-(4-fluoro-phenyl)-2-(2-(R)-methyl-pyrrolidin-1-y)-pyrimidin-4-yl]-3-(R)-methyl-piperazin-1-yl}-5-methyl-pyridine-2-carboxylic acid methyl ester), O (water), O[Li].O (LiOH.H2O). Run in C1CCOC1 (THF). Conditions: temperature 50 celsius. Yields the product FC1=CC=C(C=C1)C1=CC(=NC(=N1)N1[C@@H](CCC1)C)N1[C@@H](CN(CC1)C1=C(C=CC(=N1)C(=O)O)C)C (6-{4-[6-(4-Fluoro-phenyl)-2-(2-(R)-methyl-pyrrolidin-1-yl)-pyrimidin-4-yl]-3-(R)-methyl-piperazin-1-yl}-5-methyl-pyridine-2-carboxylic acid). As a reaction SMILES: C[O:2][C:3]([C:5]1[CH:10]=[CH:9][C:8]([CH3:11])=[C:7]([N:12]2[CH2:17][CH2:16][N:15]([C:18]3[CH:23]=[C:22]([C:24]4[CH:29]=[CH:28][C:27]([F:30])=[CH:26][CH:25]=4)[N:21]=[C:20]([N:31]4[CH2:35][CH2:34][CH2:33][C@H:32]4[CH3:36])[N:19]=3)[C@H:14]([CH3:37])[CH2:13]2)[N:6]=1)=[O:4].O.O[Li].O>C1COCC1>[F:30][C:27]1[CH:26]=[CH:25][C:24]([C:22]2[N:21]=[C:20]([N:31]3[CH2:35][CH2:34][CH2:33][C@H:32]3[CH3:36])[N:19]=[C:18]([N:15]3[CH2:16][CH2:17][N:12]([C:7]4[N:6]=[C:5]([C:3]([OH:4])=[O:2])[CH:10]=[CH:9][C:8]=4[CH3:11])[CH2:13][C@H:14]3[CH3:37])[CH:23]=2)=[CH:29][CH:28]=1 |f:2.3|. Procedure: To a solution of 6-{4-[6-(4-fluoro-phenyl)-2-(2-(R)-methyl-pyrrolidin-1-y)-pyrimidin-4-yl]-3-(R)-methyl-piperazin-1-yl}-5-methyl-pyridine-2-carboxylic acid methyl ester (300 mg, 0.595 mmol) in THF, add water dropwise until the cloudiness almost persists. To this mixture add LiOH.H2O (50 mg, 1.2 mmol). Heat the mixture at 50° C. for 2 h, and then concentrate under reduced pressure. Add a small amount of water to the residue. Adjust the final pH to 6 and collect the off-white solid via filtration.... Reactants: CCC(=O)N1CCC2(CCN(C(=O)OC(C)(C)C)C2)C1, ClCCl, Cl, C1COCCO1. Yields the product CCC(=O)N1CCC2(CCNC2)C1. As a reaction SMILES: [C:1]([CH2:2][CH3:3])(=[O:4])[N:5]1[CH2:6][CH2:7][C:8]2([CH2:9]1)[CH2:10][N:11]([C:14]([O:15][C:16]([CH3:17])([CH3:18])[CH3:19])=[O:20])[CH2:12][CH2:13]2.[Cl:22][CH2:23][Cl:24].[ClH:21].[O:25]1[CH2:26][CH2:27][O:28][CH2:29][CH2:30]1>>[C:1]([CH2:2][CH3:3])(=[O:4])[N:5]1[CH2:6][CH2:7][C:8]2([CH2:9]1)[CH2:10][NH:11][CH2:12][CH2:13]2. Reactants: CC(C)(C)OC(=O)NC(Cc1ccc(O)cc1)C(=O)O, CCOC(C)=O, OC1CCNCC1. Product: CC(C)(C)OC(=O)NC(Cc1ccc(O)cc1)C(=O)N1CCC(O)CC1. RXN SMILES: [C:8](=[O:9])([O:10][C:11]([CH3:12])([CH3:13])[CH3:14])[NH:15][CH:16]([CH2:17][c:18]1[cH:19][cH:20][c:21]([OH:24])[cH:22][cH:23]1)[C:25](=[O:26])[OH:27].[CH3:28][CH2:29][O:30][C:31](=[O:32])[CH3:33].[OH:1][CH:2]1[CH2:3][CH2:4][NH:5][CH2:6][CH2:7]1>>[OH:1][CH:2]1[CH2:3][CH2:4][N:5]([C:25]([CH:16]([NH:15][C:8](=[O:9])[O:10][C:11]([CH3:12])([CH3:13])[CH3:14])[CH2:17][c:18]2[cH:19][cH:20][c:21]([OH:24])[cH:22][cH:23]2)=[O:26])[CH2:6][CH2:7]1.